Dataset: the Open Reaction Database (ORD), a public repository of structured organic reaction records. Task: describe an organic reaction: reactants, conditions, products, and yield Reactants: C1CCOC1, O=C(Cl)C(=O)Cl, ClCCl, [Li+], CN(C)C=O, [OH-], O, O, O, O=C(Cc1cccc(OCc2ccccc2)c1)OCc1ccccc1, O=C(O)Cc1cccc(OCc2ccccc2)c1. The product is O=C(Cl)Cc1cccc(OCc2ccccc2)c1. As a reaction SMILES: [CH2:62]1[O:63][CH2:64][CH2:65][CH2:66]1.[Cl:47][C:48]([C:49]([Cl:50])=[O:51])=[O:52].[Cl:54][CH2:55][Cl:56].[Li+:28].[O:57]=[CH:58][N:59]([CH3:60])[CH3:61].[OH-:27].[OH2:26].[OH2:53].[OH2:67].[c:1]1([CH2:7][O:8][c:9]2[cH:10][c:11]([CH2:15][C:16]([O:18][CH2:17][c:19]3[cH:20][cH:21][cH:22][cH:23][cH:24]3)=[O:25])[cH:12][cH:13][cH:14]2)[cH:2][cH:3][cH:4][cH:5][cH:6]1.[c:29]1([CH2:30][O:31][c:32]2[cH:33][c:34]([CH2:35][C:36]([OH:37])=[O:38])[cH:39][cH:40][cH:41]2)[cH:42][cH:43][cH:44][cH:45][cH:46]1>>[c:1]1([CH2:7][O:8][c:9]2[cH:10][c:11]([CH2:15][C:16](=[O:18])[Cl:47])[cH:12][cH:13][cH:14]2)[cH:2][cH:3][cH:4][cH:5][cH:6]1. The solvent is O (water). RXN SMILES: [OH-:1].[K+].C([C:5]([CH2:16]CC(O)=O)([CH2:9][CH2:10][C:11]1[CH:15]=[CH:14][S:13][CH:12]=1)[C:6]([O-:8])=[O:7])C.C([OH:23])C>O>[C:16]([CH:5]([CH2:9][CH2:10][C:11]1[CH:15]=[CH:14][S:13][CH:12]=1)[C:6]([OH:8])=[O:7])([OH:23])=[O:1] |f:0.1|. Conditions: time 2 hour. Procedure details: To a stirred solution of 1.4 g (24.96 mmol) of potassium hydroxide in 7.0 ml of 50% ethanol in water, was added the above diester (765 mg, 2.83 mmol) prepared in Example 6. The resulting reaction was allowed to stir at room temperature for two hr, followed by overnight reflux. The resulting mixture was poured into ice-10% HCl, followed by three ether extractions. The combined organic layer was dired with Na2SO4 and evaporated to afford a white solid in 90% which was recrystallized from chlorofor... The reactants are 2.60t, 1260w, 780s, 3.20t, 1710s, 925w, [OH-].[K+] (potassium hydroxide), C(C)C(C(=O)[O-])(CCC1=CSC=C1)CCC(=O)O (Ethyl-2-Carboxyethyl-4-(3-Thienyl)-Butanoate), C(C)O (ethanol), 2900w, 1410w, ice, 1.99q. Yields the product C(=O)(O)C(C(=O)O)CCC1=CSC=C1 (2-Carboxy-4-(3-Thienyl)-Butanoic Acid). The reactants are CC(C)(C)OC(=O)N1CCC(OC(=O)C(O)(c2ccccc2)C2CCCC2)C1, C1COCCO1, CCOC(C)=O, Cl. Product: Cl, O=C(OC1CCNC1)C(O)(c1ccccc1)C1CCCC1. Reaction SMILES: [C:1]([O:2][C:3](=[O:4])[N:8]1[CH2:9][CH:10]([O:13][C:14]([C:15]([c:16]2[cH:17][cH:18][cH:19][cH:20][cH:21]2)([OH:22])[CH:23]2[CH2:24][CH2:25][CH2:26][CH2:27]2)=[O:28])[CH2:11][CH2:12]1)([CH3:5])([CH3:6])[CH3:7].[CH2:36]1[O:37][CH2:38][CH2:39][O:40][CH2:41]1.[CH3:30][CH2:31][O:32][C:33]([CH3:34])=[O:35].[ClH:29]>>[ClH:29].[NH:8]1[CH2:9][CH:10]([O:13][C:14]([C:15]([c:16]2[cH:17][cH:18][cH:19][cH:20][cH:21]2)([OH:22])[CH:23]2[CH2:24][CH2:25][CH2:26][CH2:27]2)=[O:28])[CH2:11][CH2:12]1. Reactants: ClCCCOc1ccccc1OCc1ccccc1, OC(c1ccc(F)cc1)(c1ccc(F)cc1)C1CCNCC1, [I-], [K+]. The product is OC(c1ccc(F)cc1)(c1ccc(F)cc1)C1CCN(CCCOc2ccccc2OCc2ccccc2)CC1. As a reaction SMILES: [Cl:23][CH2:24][CH2:25][CH2:26][O:27][c:28]1[c:29]([O:34][CH2:35][c:36]2[cH:37][cH:38][cH:39][cH:40][cH:41]2)[cH:30][cH:31][cH:32][cH:33]1.[F:1][c:2]1[cH:3][cH:4][c:5]([C:8]([OH:9])([CH:10]2[CH2:11][CH2:12][NH:13][CH2:14][CH2:15]2)[c:16]2[cH:17][cH:18][c:19]([F:22])[cH:20][cH:21]2)[cH:6][cH:7]1.[I-:43].[K+:42]>>[F:1][c:2]1[cH:3][cH:4][c:5]([C:8]([OH:9])([CH:10]2[CH2:11][CH2:12][N:13]([CH2:24][CH2:25][CH2:26][O:27][c:28]3[c:29]([O:34][CH2:35][c:36]4[cH:37][cH:38][cH:39][cH:40][cH:41]4)[cH:30][cH:31][cH:32][cH:33]3)[CH2:14][CH2:15]2)[c:16]2[cH:17][cH:18][c:19]([F:22])[cH:20][cH:21]2)[cH:6][cH:7]1. Reactants: C(=O)(OC(C)(C)C)CC(C(CC1=CC=CC=C1)N)=O (Boc-3-amino-4-phenyl-2-butanone), C[Mg]Br (methyl magnesium bromide), solution, C[Mg]Br (methyl magnesium bromide), solution. Run in C(Cl)Cl (methylene chloride). Conditions: time 14 hour. The product is C(=O)(OC(C)(C)C)CC(C(CC1=CC=CC=C1)N)(O)C (Boc-3-amino-2-methyl-4-phenylbutan-2-ol). Reaction SMILES: [C:1]([CH2:8][C:9](=[O:19])[CH:10]([NH2:18])[CH2:11][C:12]1[CH:17]=[CH:16][CH:15]=[CH:14][CH:13]=1)([O:3][C:4]([CH3:7])([CH3:6])[CH3:5])=[O:2].[CH3:20][Mg]Br>C(Cl)Cl>[C:1]([CH2:8][C:9]([CH3:20])([OH:19])[CH:10]([NH2:18])[CH2:11][C:12]1[CH:13]=[CH:14][CH:15]=[CH:16][CH:17]=1)([O:3][C:4]([CH3:7])([CH3:6])[CH3:5])=[O:2]. Procedure: Grignard Addition A solution of Boc-3-amino-4-phenyl-2-butanone (0.5 g, 1.9 mmol) in 100 mL methylene chloride was cooled to −78° C. and treated with methyl magnesium bromide (1.39 mL of a 3.0M solution, 4.2 mmol). The reaction was warmed to ambient temperature and stirred for 14 hours. The reaction was charged with additional methyl magnesium bromide (1.39 mL of a 3.0 M solution, 4.2 mmol) and stirred at ambient temperature for 5 hours. The reaction was quenched with ammonium chloride solution ... Starting materials: CCOc1cc(C(Nc2ccc(C#N)cc2)C(=O)O)ccc1OC(C)C, CCOC(C)=O, ClCCl, CN(C)C=O, On1nnc2cccnc21, NC(=NO)c1ccccc1. Yields the product CCOc1cc(C(Nc2ccc(C#N)cc2)C(=O)ON=C(N)c2ccccc2)ccc1OC(C)C. Reaction SMILES: [C:1](#[N:2])[c:3]1[cH:4][cH:5][c:6]([NH:9][CH:10]([C:11](=[O:12])[OH:13])[c:14]2[cH:15][c:16]([O:24][CH2:25][CH3:26])[c:17]([O:20][CH:21]([CH3:22])[CH3:23])[cH:18][cH:19]2)[cH:7][cH:8]1.[CH3:55][CH2:56][O:57][C:58]([CH3:59])=[O:60].[Cl:47][CH2:48][Cl:49].[O:50]=[CH:51][N:52]([CH3:53])[CH3:54].[OH:37][n:38]1[c:39]2[n:40][cH:41][cH:42][cH:43][c:44]2[n:45][n:46]1.[c:27]1([C:33]([NH2:34])=[N:35][OH:36])[cH:28][cH:29][cH:30][cH:31][cH:32]1>>[C:1](#[N:2])[c:3]1[cH:4][cH:5][c:6]([NH:9][CH:10]([C:11](=[O:12])[O:13][N:34]=[C:33]([c:27]2[cH:28][cH:29][cH:30][cH:31][cH:32]2)[NH2:35])[c:14]2[cH:15][c:16]([O:24][CH2:25][CH3:26])[c:17]([O:20][CH:21]([CH3:22])[CH3:23])[cH:18][cH:19]2)[cH:7][cH:8]1. The reactants are C1(=CC=CC=C1)S(=O)(=O)Cl (Benzenesulfonyl chloride), BrC=1C=C(C=2C=NNC2C1)N (6-Bromo-1H-indazol-4-amine), [H-].[Na+] (Sodium hydride), oil, O (Water). Run in C(C)(=O)OCC (Ethyl acetate), CN(C)C=O (DMF), CN(C)C=O (DMF). Run at time 30 minute. Yields the product BrC=1C=C(C=2C=NN(C2C1)S(=O)(=O)C1=CC=CC=C1)N (6-Bromo-1-(phenylsulfonyl)-1H-indazol-4-amine). RXN SMILES: [Br:1][C:2]1[CH:3]=[C:4]([NH2:11])[C:5]2[CH:6]=[N:7][NH:8][C:9]=2[CH:10]=1.[H-].[Na+].[C:14]1([S:20](Cl)(=[O:22])=[O:21])[CH:19]=[CH:18][CH:17]=[CH:16][CH:15]=1.O>CN(C=O)C.C(OCC)(=O)C>[Br:1][C:2]1[CH:3]=[C:4]([NH2:11])[C:5]2[CH:6]=[N:7][N:8]([S:20]([C:14]3[CH:19]=[CH:18][CH:17]=[CH:16][CH:15]=3)(=[O:22])=[O:21])[C:9]=2[CH:10]=1 |f:1.2|. Procedure details: 6-Bromo-1H-indazol-4-amine (5 g) was dissolved in DMF (20 ml) and cooled in an ice bath. 60% Sodium hydride in mineral oil (0.94 g) was added portionwise and the reaction was left under an ice bath for 30 min. Benzenesulfonyl chloride (3 ml) in DMF (5 ml) was added slowly over 15 minutes and the reaction was left to warm up to room temperature overnight. Water (100 ml) was added and the reaction stirred for 20 minutes. Ethyl acetate (120 ml) was added and the water was separated, washed with eth... The reactants are ClC=1OC(=C(N1)C1=CC=C(C=C1)Cl)CCCOC1=C(C=CC=C1)C (2-chloro-4-(4-chlorophenyl)-5-[3-(2-methylphenoxy)propyl]oxazole), N1C=NC=C1 (imidazole), C([O-])([O-])=O.[K+].[K+] (potassium carbonate), CN(C=O)C (N,N-dimethylformamide). Run in O (water). Run at temperature 125 celsius, time 1 hour. Product: ClC1=CC=C(C=C1)C=1N=C(OC1CCCOC1=C(C=CC=C1)C)N1C=NC=C1 (4(4-chlorophenyl)-2-(1-imidazolyl)-5-[3-(2-methylphenoxy)propyl]oxazole). Yield: 60.9%. As a reaction SMILES: Cl[C:2]1[O:3][C:4]([CH2:14][CH2:15][CH2:16][O:17][C:18]2[CH:23]=[CH:22][CH:21]=[CH:20][C:19]=2[CH3:24])=[C:5]([C:7]2[CH:12]=[CH:11][C:10]([Cl:13])=[CH:9][CH:8]=2)[N:6]=1.[NH:25]1[CH:29]=[CH:28][N:27]=[CH:26]1.C(=O)([O-])[O-].[K+].[K+].CN(C)C=O>O>[Cl:13][C:10]1[CH:11]=[CH:12][C:7]([C:5]2[N:6]=[C:2]([N:25]3[CH:29]=[CH:28][N:27]=[CH:26]3)[O:3][C:4]=2[CH2:14][CH2:15][CH2:16][O:17][C:18]2[CH:23]=[CH:22][CH:21]=[CH:20][C:19]=2[CH3:24])=[CH:8][CH:9]=1 |f:2.3.4|. Procedure: A mixture of 2-chloro-4-(4-chlorophenyl)-5-[3-(2-methylphenoxy)propyl]oxazole (1.00 g), imidazole (680 mg), potassium carbonate (1.38 g) and N,N-dimethylformamide (5 ml) was stirred at 120-130° C. for 1 hour. The reaction mixture was poured into water (100 ml), and the solid precipitate was filtered, air-dried and recrystallized from acetone-isopropyl ether to give 4(4-chlorophenyl)-2-(1-imidazolyl)-5-[3-(2-methylphenoxy)propyl]oxazole as pale yellow prisms (662 mg, 61%). Melting point 113-114° ... Product: CC1(C(C=C(O1)C(=O)O)=O)C1=CC=CC=C1 (4,5-Dihydro-5-methyl-4-oxo-5-phenylfuran-2-carboxylic acid). Reaction conditions: time 24 hour. The reactants are CC1(C(CC(C(O1)=O)=O)=O)C1=CC=CC=C1 (6-methyl-6-phenyltetrahydropyran-2,3,5-trione). Isolated yield 91.7%. Procedure details: A mixture of 6-methyl-6-phenyltetrahydropyran-2,3,5-trione (2.18 g, described in Example 7) in aqueous sodium hydroxide (15 ml) at pH 11 is stirred for 24 hr and washed with diethyl ether. Hydrochloric acid (6N) is added until the solution becomes acidic at pH 1 to 4. The precipitate is collected and crystallized from diethyl ether to obtain the title compound (2.0 g), mp 174°-176° C. Run in [OH-].[Na+] (sodium hydroxide). RXN SMILES: [CH3:1][C:2]1([C:11]2[CH:16]=[CH:15][CH:14]=[CH:13][CH:12]=2)[O:7][C:6](=[O:8])[C:5](=[O:9])[CH2:4][C:3]1=[O:10]>[OH-].[Na+]>[CH3:1][C:2]1([C:11]2[CH:16]=[CH:15][CH:14]=[CH:13][CH:12]=2)[O:9][C:5]([C:6]([OH:7])=[O:8])=[CH:4][C:3]1=[O:10] |f:1.2|.